Dataset: the Open Reaction Database (ORD), a public repository of structured organic reaction records. Task: describe an organic reaction: reactants, conditions, products, and yield Starting materials: OC=1C=C(C(=O)NC2=NC=C(N=C2)C)C=C(C1)O[C@@H]1C(N(CC1)C)=O (3-hydroxy-5-[(3S)-1-methyl-2-oxo-pyrrolidin-3-yl]oxy-N-(5-methylpyrazin-2-yl)benzamide), OC=1C=C(C(=O)NC2=NC=C(N=C2)C)C=C(C1)O[C@@H]1C(N(CC1)C)=O (3-hydroxy-5-[(3S)-1-methyl-2-oxo-pyrrolidin-3-yl]oxy-N-(5-methylpyrazin-2-yl)benzamide), FC1=CC=C(C=C1)S(=O)(=O)C (1-fluoro-4-methylsulfonyl-benzene), C([O-])([O-])=O.[K+].[K+] (potassium carbonate). The solvent is CC(=O)N(C)C (DMA). Run at temperature 120 celsius, time 2 hour. The product is CN1C([C@H](CC1)OC=1C=C(C(=O)NC2=NC=C(N=C2)C)C=C(C1)OC1=CC=C(C=C1)S(=O)(=O)C)=O (3-[(3S)-1-Methyl-2-oxo-pyrrolidin-3-yl]oxy-N-(5-methylpyrazin-2-yl)-5-(4-methylsulfonylphenoxy)benzamide). Yield: 68.0%. RXN SMILES: [OH:1][C:2]1[CH:3]=[C:4]([CH:15]=[C:16]([O:18][C@H:19]2[CH2:23][CH2:22][N:21]([CH3:24])[C:20]2=[O:25])[CH:17]=1)[C:5]([NH:7][C:8]1[CH:13]=[N:12][C:11]([CH3:14])=[CH:10][N:9]=1)=[O:6].F[C:27]1[CH:32]=[CH:31][C:30]([S:33]([CH3:36])(=[O:35])=[O:34])=[CH:29][CH:28]=1.C(=O)([O-])[O-].[K+].[K+]>CC(N(C)C)=O>[CH3:24][N:21]1[CH2:22][CH2:23][C@H:19]([O:18][C:16]2[CH:15]=[C:4]([CH:3]=[C:2]([O:1][C:27]3[CH:32]=[CH:31][C:30]([S:33]([CH3:36])(=[O:35])=[O:34])=[CH:29][CH:28]=3)[CH:17]=2)[C:5]([NH:7][C:8]2[CH:13]=[N:12][C:11]([CH3:14])=[CH:10][N:9]=2)=[O:6])[C:20]1=[O:25] |f:2.3.4|. Procedure details: A mixture of 3-hydroxy-5-[(3S)-1-methyl-2-oxo-pyrrolidin-3-yl]oxy-N-(5-methylpyrazin-2-yl)benzamide (Intermediate 18) (136 mg, 0.4 mmol), 1-fluoro-4-methylsulfonyl-benzene (105 mg, 0.6 mmol) and potassium carbonate (111 mg, 0.8 mmol) in DMA (5 mL) was stirred at 120° C. for 2 hours. The solution was evaporated under reduced pressure, the residue dissolved in ethyl acetate (40 mL), washed with water (2×20 mL), brine (20 mL), dried (MgSO4), filtered and the solvent removed under reduced pressure. ...